Dataset: the Open Reaction Database (ORD), a public repository of structured organic reaction records. Task: describe an organic reaction: reactants, conditions, products, and yield Reactants: ClC1=C(C(=CC(=C1)C(F)(F)F)Cl)N1N=C(C(=C1NCCOC)S(=O)(=O)C(F)(F)F)C#N (1-(2,6-dichloro-4-trifluoromethylphenyl)-3-cyano-5-(2-methoxyethylamino)-4-trifluoromethylsulfonylpyrazole), [H-].[Na+] (sodium hydride), [Cl-].[NH4+] (ammonium chloride), IC (Iodomethane). Solvent: O1CCCC1 (tetrahydrofuran), C(C)(=O)OCC (ethyl acetate). Conditions: temperature 40 celsius, time 0.5 hour. Yields the product ClC1=C(C(=CC(=C1)C(F)(F)F)Cl)N1N=C(C(=C1N(C)CCOC)S(=O)(=O)C(F)(F)F)C#N (2,6-dichloro-4-trifluoromethylphenyl-3-cyano-5-[N-(2-methoxyethyl)-N-methylamino]-4-trifluoromethylsulfonylpyrazole). As a reaction SMILES: [Cl:1][C:2]1[CH:7]=[C:6]([C:8]([F:11])([F:10])[F:9])[CH:5]=[C:4]([Cl:12])[C:3]=1[N:13]1[C:17]([NH:18][CH2:19][CH2:20][O:21][CH3:22])=[C:16]([S:23]([C:26]([F:29])([F:28])[F:27])(=[O:25])=[O:24])[C:15]([C:30]#[N:31])=[N:14]1.[H-].[Na+].I[CH3:35].[Cl-].[NH4+]>O1CCCC1.C(OCC)(=O)C>[Cl:12][C:4]1[CH:5]=[C:6]([C:8]([F:11])([F:10])[F:9])[CH:7]=[C:2]([Cl:1])[C:3]=1[N:13]1[C:17]([N:18]([CH2:19][CH2:20][O:21][CH3:22])[CH3:35])=[C:16]([S:23]([C:26]([F:29])([F:27])[F:28])(=[O:24])=[O:25])[C:15]([C:30]#[N:31])=[N:14]1 |f:1.2,4.5|. Procedure details: To a solution of 1-(2,6-dichloro-4-trifluoromethylphenyl)-3-cyano-5-(2-methoxyethylamino)-4-trifluoromethylsulfonylpyrazole (1.5g, 2.9 mmol) in tetrahydrofuran at 20° C. under nitrogen, was added sodium hydride (0.38 g, 60% in oil, 9.4 mmol), and stirred for 0.5 hour. Iodomethane (1.68 g, 11.7 mmol) was added and the mixture stirred for 15 hours at 20° C., then heated to 40° C. for 8 hours. The mixture was added to ethyl acetate and saturated ammonium chloride solution. The organic layer was was... The reactants are N1N=CC=C1 (pyrazole), Cl.Cl.N(N)C1=NC=CC=C1 (2-hydrazinopyridine dihydrochloride), NC1=CC(=NN1C(=O)OC(C)(C)C)C(=O)OC (5-Amino-1-tert-butoxycarbonyl-3-methoxycarbonylpyrazole), C(C)OC(=O)C1=NN(C(=C1C)N)C1=NC=CC=C1 (5-amino-4-methyl-1-pyridin-2-yl-1H-pyrazole-3-carboxylic acid ethyl ester), C(C)OC(C(C(C)C#N)=O)=O (3-cyano-3-methyl-2-oxopropanoic acid ethyl ester), N1(CCC(CC1)CCN)C1=CC=NC=C1 (2-(3,4,5,6-tetrahydro-2H-[1,4′]bipyridin-4-yl)ethylamine). The product is N1(CCC(CC1)CCNC(=O)C1=NN(C(=C1C)NC(C1=C(C=CC=C1)Cl)=O)C1=NC=CC=C1)C1=CC=NC=C1 (1-(pyridin-2-yl)-4-methyl-5-(2-chloro-benzoylamino)-1H-pyrazole-3-carboxylic acid [2-(3,4,5,6-tetrahydro-2H-[1,4′]bipyridin-4-yl)-ethyl]amide). Reaction SMILES: N1[CH:5]=[CH:4][CH:3]=N1.C(O[C:9]([C:11]1[C:15]([CH3:16])=[C:14]([NH2:17])[N:13]([C:18]2[CH:23]=[CH:22][CH:21]=[CH:20][N:19]=2)[N:12]=1)=[O:10])C.C(OC(=O)[C:28](=[O:33])[CH:29]([C:31]#N)[CH3:30])C.[ClH:35].Cl.N(C1C=CC=CN=1)N.NC1N(C(OC(C)(C)C)=O)N=C(C(OC)=O)C=1.[N:62]1([C:71]2[CH:76]=[CH:75][N:74]=[CH:73][CH:72]=2)[CH2:67][CH2:66][CH:65]([CH2:68][CH2:69][NH2:70])[CH2:64][CH2:63]1>>[N:62]1([C:71]2[CH:76]=[CH:75][N:74]=[CH:73][CH:72]=2)[CH2:67][CH2:66][CH:65]([CH2:68][CH2:69][NH:70][C:9]([C:11]2[C:15]([CH3:16])=[C:14]([NH:17][C:28](=[O:33])[C:29]3[CH:31]=[CH:5][CH:4]=[CH:3][C:30]=3[Cl:35])[N:13]([C:18]3[CH:23]=[CH:22][CH:21]=[CH:20][N:19]=3)[N:12]=2)=[O:10])[CH2:64][CH2:63]1 |f:3.4.5|. Reported procedure: The pyrazole acid, prepared as described in Procedure 8 using 5-amino-4-methyl-1-pyridin-2-yl-1H-pyrazole-3-carboxylic acid ethyl ester (prepared as described in Procedure 41 using 3-cyano-3-methyl-2-oxopropanoic acid ethyl ester (U.S. Pat. No. 4,652,669) and 2-hydrazinopyridine dihydrochloride (Aldrich, H1,710-4)) in place of compound 20, was coupled to 2-(3,4,5,6-tetrahydro-2H-[1,4′]bipyridin-4-yl)ethylamine (prepared as described in Procedure 14) using the method of Procedure 10. The reactants are [C@@H]1([C@H](O)[C@H](O)[C@@H](CO)O1)N1C=NC=2C(N)=NC=NC12 (adenosine), NC1=NC(=C2N=CN(C2=N1)[C@H]1[C@H](OCCCCN2C=NC=C2)[C@H](O)[C@H](O1)CO)N (2,6-diamino-9-[2'-O-(imidazol-1-yl)butyl-β-D-ribofuranosyl]purine), NC1=NC(=C2N=CN(C2=N1)[C@H]1[C@H](O)[C@H](OCCCCN2C=NC=C2)[C@H](O1)CO)N (2,6-diamino-9-[3'-O-(imidazol-1-yl)butyl-β-D-ribofuranosyl]purine), NaSO4. Run in CS(=O)C (DMSO). The product is N1(C=NC=C1)CCCCO[C@H]1[C@@H](O[C@@H]([C@H]1O)CO)N1C=NC=2C(=O)NC(N)=NC12 (2'-O-(Imidazol-1-yl)butylguanosine). RXN SMILES: [NH2:1][C:2]1[N:10]=[C:9]2[C:5]([N:6]=[CH:7][N:8]2[C@@H:11]2[O:26][C@H:25]([CH2:27][OH:28])[C@@H:23]([OH:24])[C@H:12]2[O:13][CH2:14][CH2:15][CH2:16][CH2:17][N:18]2[CH:22]=[CH:21][N:20]=[CH:19]2)=[C:4](N)[N:3]=1.NC1N=C2C(N=CN2[C@@H]2O[C@H](CO)[C@@H](OCCCCN3C=CN=C3)[C@H]2[OH:42])=C(N)N=1.[C@@H]1(N2C3N=CN=C(N)C=3N=C2)O[C@H](CO)[C@@H](O)[C@H]1O>CS(C)=O>[N:18]1([CH2:17][CH2:16][CH2:15][CH2:14][O:13][C@@H:12]2[C@H:23]([OH:24])[C@@H:25]([CH2:27][OH:28])[O:26][C@H:11]2[N:8]2[C:9]3[N:10]=[C:2]([NH2:1])[NH:3][C:4](=[O:42])[C:5]=3[N:6]=[CH:7]2)[CH:22]=[CH:21][N:20]=[CH:19]1. Procedure details: A mixture of the 2,6-diamino-9-[2'-O-(imidazol-1-yl)butyl-β-D-ribofuranosyl]purine and 2,6-diamino-9-[3'-O-(imidazol-1-yl)butyl-β-D-ribofuranosyl]purine isomers in 0.1M tris buffer (pH 7.4), 0.1M NaSO4 buffer (pH 7.4) and DMSO is treated with adenosine deaminase at RT for 5 days as per the procedure of Example 3. The product containing fractions are purified by silica gel chromatography and the product containing fraction evaporated to give the product. Reactants: CS(=O)C1=NN=C(S1)N (5-methylsulfinyl-2-amino-1,3,4-thiadiazole), C(C)(=O)OCC (ethyl acetate), C(=O)(Cl)Cl (phosgene), C(C)(=O)OCC (ethyl acetate). Reaction conditions: time 16 hour. Product: CS(=O)C1=NN=C(S1)N=C=O (5-Methylsulfinyl-1,3,4-thiadiazol-2-yl Isocyanate), CS(=O)(=O)C1=NN=C(S1)N=C=O (5-methylsulfonyl-1,3,4-thiadiazol-2-yl isocyanate). As a reaction SMILES: [C:1](Cl)(Cl)=[O:2].[CH3:5][S:6]([C:8]1[S:12][C:11]([NH2:13])=[N:10][N:9]=1)=[O:7].[C:14](OCC)(=[O:16])C>>[CH3:5][S:6]([C:8]1[S:12][C:11]([N:13]=[C:1]=[O:2])=[N:10][N:9]=1)=[O:7].[CH3:5][S:6]([C:8]1[S:12][C:11]([N:13]=[C:14]=[O:16])=[N:10][N:9]=1)(=[O:2])=[O:7]. Procedure: A saturated solution of phosgene in ethyl acetate (100 ml) is charged into a glass reaction vessel equipped with a mechanical stirrer. A slurry of 5-methylsulfinyl-2-amino-1,3,4-thiadiazole (50 grams) in ethyl acetate (300 ml) is added to the reaction vessel, and the resulting mixture is stirred for a period of about 16 hours, resulting in the formation of a precipitate. The reaction mixture is then purged with nitrogen gas to remove unreacted phosgene. The purged mixture is then filtered to rec... Reactants: CSC(NN=CC=1N=C(NC1)C1=CC=CC=C1)=S (3-(2-phenyl-4-imidazolylmethylene)dithiocarbazic acid methyl ester), C1(=CC=CC=C1)OC1=CC=CC=C1 (diphenyl ether). The product is C1(=CC=CC=C1)C1=NC=C2N1C(NN=C2)=S (6-Phenyl-imidazo[1,5-d]-as-triazine-4(3-H)-thione). RXN SMILES: C[S:2][C:3](=S)[NH:4][N:5]=[CH:6][C:7]1[N:8]=[C:9]([C:12]2[CH:17]=[CH:16][CH:15]=[CH:14][CH:13]=2)[NH:10][CH:11]=1.C1(OC2C=CC=CC=2)C=CC=CC=1>>[C:12]1([C:9]2[N:8]3[C:3](=[S:2])[NH:4][N:5]=[CH:6][C:7]3=[CH:11][N:10]=2)[CH:17]=[CH:16][CH:15]=[CH:14][CH:13]=1. Reported procedure: A suspension of 7.05 gm. of 3-(2-phenyl-4-imidazolylmethylene)dithiocarbazic acid methyl ester is 100 ml. of diphenyl ether is reacted as described in Example 58 giving the desired product, m.p. 210° C. Starting materials: Br (HBr), OCCC=1N=CNC1 (4-(2-hydroxyethyl)-1H-imidazole), SC1=NC=CC=C1 (2-mercaptopyridine). Product: N1C=NC(=C1)CCSC1=NC=CC=C1 (2-{[2-(1H-Imidazol-4-yl)ethyl]thio}pyridine), O.Br.Br (dihydrobromide monohydrate). Reaction SMILES: [OH:1][CH2:2][CH2:3][C:4]1[N:5]=[CH:6][NH:7][CH:8]=1.[SH:9][C:10]1[CH:15]=[CH:14][CH:13]=[CH:12][N:11]=1.[BrH:16]>>[NH:7]1[CH:8]=[C:4]([CH2:3][CH2:2][S:9][C:10]2[CH:15]=[CH:14][CH:13]=[CH:12][N:11]=2)[N:5]=[CH:6]1.[OH2:1].[BrH:16].[BrH:16] |f:4.5.6|. Reported procedure: 0.5 g (4.4 mmol) of 4-(2-hydroxyethyl)-1H-imidazole and 0.49 g (44.4 mmol) of 2-mercaptopyridine are brought to reflux in 5 ml of 47% aqueous HBr for 24 h. The solvent is removed azeotropically with isopropanol under reduced pressure to provide the title compound in the form of a dihydrobromide monohydrate salt which, after crystallization from isopropanol, melts at 189°-190° C.